This data is from the Open Reaction Database (ORD), a public repository of structured organic reaction records. The task is: describe an organic reaction: reactants, conditions, products, and yield The reactants are Cn1cc(B2OC(C)(C)C(C)(C)O2)cn1, CCOC(C)=O, Fc1cc(Cl)cnc1F, N#N, CC(=O)[O-], CC(=O)[O-], C1COCCO1, O, [Pd+2]. Yields the product Cn1cc(-c2cnc(F)c(F)c2)cn1. RXN SMILES: [CH3:10][n:11]1[n:12][cH:13][c:14]([B:16]2[O:17][C:18]([CH3:19])([CH3:20])[C:21]([CH3:22])([CH3:23])[O:24]2)[cH:15]1.[CH3:42][CH2:43][O:44][C:45]([CH3:46])=[O:47].[Cl:1][c:2]1[cH:3][c:4]([F:9])[c:5]([F:8])[n:6][cH:7]1.[N:31]#[N:32].[O-:34][C:35]([CH3:36])=[O:37].[O-:38][C:39]([CH3:40])=[O:41].[O:25]1[CH2:26][CH2:27][O:28][CH2:29][CH2:30]1.[OH2:48].[Pd+2:33]>>[c:2]1(-[c:14]2[cH:13][n:12][n:11]([CH3:10])[cH:15]2)[cH:3][c:4]([F:9])[c:5]([F:8])[n:6][cH:7]1.